Dataset: the Open Reaction Database (ORD), a public repository of structured organic reaction records. Task: describe an organic reaction: reactants, conditions, products, and yield Reaction SMILES: [C:10](#[N:11])[N:12]=[C:13]([O:14][CH:15]([CH3:16])[CH3:17])[c:18]1[cH:19][n:20][cH:21][cH:22][cH:23]1.[CH2:1]([CH3:2])[C:3]([CH:4]=[CH:5][CH2:6][NH2:7])=[CH:8][CH3:9].[CH3:24][O-:25].[CH3:27][OH:28].[Na+:26].[OH2:29]>>[CH2:1]([CH3:2])[C:3]([CH:4]=[CH:5][CH2:6][N:7]=[C:13]([NH:12][C:10]#[N:11])[c:18]1[cH:19][n:20][cH:21][cH:22][cH:23]1)=[CH:8][CH3:9]. Product: CC=C(C=CCN=C(NC#N)c1cccnc1)CC. Starting materials: CC(C)OC(=NC#N)c1cccnc1, CC=C(C=CCN)CC, C[O-], CO, [Na+], O. Reactants: O=[N+]([O-])c1cccc(N(Cc2ccccc2)Cc2ccccc2)c1CO, CN(C)C=O, [H-], CI, [Na+]. Yields the product COCc1c(N(Cc2ccccc2)Cc2ccccc2)cccc1[N+](=O)[O-]. Reaction SMILES: [CH2:1]([c:2]1[cH:3][cH:4][cH:5][cH:6][cH:7]1)[N:8]([c:9]1[c:10]([CH2:18][OH:19])[c:11]([N+:15](=[O:16])[O-:17])[cH:12][cH:13][cH:14]1)[CH2:20][c:21]1[cH:22][cH:23][cH:24][cH:25][cH:26]1.[CH3:31][N:32]([CH3:33])[CH:34]=[O:35].[H-:27].[I:29][CH3:30].[Na+:28]>>[CH2:1]([c:2]1[cH:3][cH:4][cH:5][cH:6][cH:7]1)[N:8]([c:9]1[c:10]([CH2:18][O:19][CH3:30])[c:11]([N+:15](=[O:16])[O-:17])[cH:12][cH:13][cH:14]1)[CH2:20][c:21]1[cH:22][cH:23][cH:24][cH:25][cH:26]1. Reactants: CCCSC1=NC(=O)C(=Cc2ccc3c(cnn3Cc3ccc(Cl)cc3C(F)(F)F)c2)S1, NC1(C(=O)O)CCNCC1. The product is NC1(C(=O)O)CCN(C2=NC(=O)C(=Cc3ccc4c(cnn4Cc4ccc(Cl)cc4C(F)(F)F)c3)S2)CC1. Reaction SMILES: [Cl:1][c:2]1[cH:3][c:4]([C:29]([F:30])([F:31])[F:32])[c:5]([CH2:6][n:7]2[n:8][cH:9][c:10]3[cH:11][c:12]([CH:16]=[C:17]4[C:18](=[O:26])[N:19]=[C:20]([S:22][CH2:23][CH2:24][CH3:25])[S:21]4)[cH:13][cH:14][c:15]23)[cH:27][cH:28]1.[NH2:33][C:34]1([C:40](=[O:41])[OH:42])[CH2:35][CH2:36][NH:37][CH2:38][CH2:39]1>>[Cl:1][c:2]1[cH:3][c:4]([C:29]([F:30])([F:31])[F:32])[c:5]([CH2:6][n:7]2[n:8][cH:9][c:10]3[cH:11][c:12]([CH:16]=[C:17]4[C:18](=[O:26])[N:19]=[C:20]([N:37]5[CH2:36][CH2:35][C:34]([NH2:33])([C:40](=[O:41])[OH:42])[CH2:39][CH2:38]5)[S:21]4)[cH:13][cH:14][c:15]23)[cH:27][cH:28]1. Reactants: ClC1=C(C(=CC=C1)Cl)C1=CC2=C(N=C(N=C2)S(=O)(=O)C)N(C1=O)C (6-(2,6-Dichlorophenyl)-2-methanesulfonyl-8-methyl-8H-pyrido[2,3-d]pyrimidin-7-one), NC1=CC=CC=C1 (aniline). Conditions: temperature 184 celsius. The product is ClC1=C(C(=CC=C1)Cl)C1=CC2=C(N=C(N=C2)NC2=CC=CC=C2)N(C1=O)C (6-(2,6-Dichlorophenyl)-8-methyl-2-phenylamino-8H-pyrido[2,3-d]pyrimidin-7-one). As a reaction SMILES: [Cl:1][C:2]1[CH:7]=[CH:6][CH:5]=[C:4]([Cl:8])[C:3]=1[C:9]1[C:22](=[O:23])[N:21]([CH3:24])[C:12]2[N:13]=[C:14](S(C)(=O)=O)[N:15]=[CH:16][C:11]=2[CH:10]=1.[NH2:25][C:26]1[CH:31]=[CH:30][CH:29]=[CH:28][CH:27]=1>>[Cl:1][C:2]1[CH:7]=[CH:6][CH:5]=[C:4]([Cl:8])[C:3]=1[C:9]1[C:22](=[O:23])[N:21]([CH3:24])[C:12]2[N:13]=[C:14]([NH:25][C:26]3[CH:31]=[CH:30][CH:29]=[CH:28][CH:27]=3)[N:15]=[CH:16][C:11]=2[CH:10]=1. Procedure details: A solution of 0.113 g (0.29 mmol) of 6-(2,6-dichlorophenyl)-2-methanesulfonyl-8-methyl-8H-pyrido[2,3-d]pyrimidin-7-one of Example 39 in 1.00 g (10.70 mmol) of aniline was maintained at reflux (184° C.) for 3 minutes. Most of the excess aniline was evaporated at reduced pressure. The remaining gum was dissolved in 1.0 mL of ethyl acetate. Crystals developed on inducement; wt 0.088 g. Further purification to remove dark colors was effected by silica gel chromatography, eluting with chloroform and ...